This data is from the Open Reaction Database (ORD), a public repository of structured organic reaction records. The task is: describe an organic reaction: reactants, conditions, products, and yield The reactants are Cl (hydrochloric acid), C1(CC1)C1=C(C(=NO1)C1=C(C=CC=C1Cl)Cl)COC1=CC=C(C=C1)C1=CC=C2C=C(N=CC2=C1)C(=O)OC (methyl 7-[4-({[5-cyclopropyl-3-(2,6-dichlorophenyl)-4-isoxazolyl]methyl}oxy)phenyl]-3-isoquinolinecarboxylate), O1CCCC1 (tetrahydrofuran), [OH-].[Na+] (sodium hydroxide). Run in CO (methanol). Run at temperature 120 celsius. Product: C1(CC1)C1=C(C(=NO1)C1=C(C=CC=C1Cl)Cl)COC1=CC=C(C=C1)C1=CC=C2C=C(N=CC2=C1)C(=O)O (7-[4-({[5-cyclopropyl-3-(2,6-dichlorophenyl)-4-isoxazolyl]methyl}oxy)phenyl]-3-isoquinolinecarboxylic acid). Isolated yield 68.4%. Reaction SMILES: [CH:1]1([C:4]2[O:8][N:7]=[C:6]([C:9]3[C:14]([Cl:15])=[CH:13][CH:12]=[CH:11][C:10]=3[Cl:16])[C:5]=2[CH2:17][O:18][C:19]2[CH:24]=[CH:23][C:22]([C:25]3[CH:34]=[C:33]4[C:28]([CH:29]=[C:30]([C:35]([O:37]C)=[O:36])[N:31]=[CH:32]4)=[CH:27][CH:26]=3)=[CH:21][CH:20]=2)[CH2:3][CH2:2]1.O1CCCC1.[OH-].[Na+].Cl>CO>[CH:1]1([C:4]2[O:8][N:7]=[C:6]([C:9]3[C:10]([Cl:16])=[CH:11][CH:12]=[CH:13][C:14]=3[Cl:15])[C:5]=2[CH2:17][O:18][C:19]2[CH:20]=[CH:21][C:22]([C:25]3[CH:34]=[C:33]4[C:28]([CH:29]=[C:30]([C:35]([OH:37])=[O:36])[N:31]=[CH:32]4)=[CH:27][CH:26]=3)=[CH:23][CH:24]=2)[CH2:2][CH2:3]1 |f:2.3|. Procedure details: To a solution of methyl 7-[4-({[5-cyclopropyl-3-(2,6-dichlorophenyl)-4-isoxazolyl]methyl}oxy)phenyl]-3-isoquinolinecarboxylate (54 mg, 0.099 mmol) in 2:1 tetrahydrofuran:methanol (1.5 ml) was added 1 N sodium hydroxide (0.15 mL, 0.15 mmol). The solution was heated in a microwave reactor to 120° C. for 500 seconds. The solution was concentrated under a nitrogen stream and 1 N hydrochloric acid (0.15 mL, 0.15 mmol) was added. The solution was further concentrated under a nitrogen stream. Water and... Reactants: C(C1=CC=CC=C1)OC(NC12CC3C(C(CC(C1)C3)C2)S)=O ((4-Mercapto-adamantan-1-yl)-carbamic acid benzyl ester), Br (HBr). The solvent is CCOCC (Ether). Reaction conditions: time 2 hour. Product: NC12CC3C(C(CC(C1)C3)C2)S (5-Amino-adamantane-2-thiol). RXN SMILES: C(OC(=O)[NH:10][C:11]12[CH2:20][CH:15]3[CH2:16][CH:17]([CH2:19][CH:13]([CH:14]3[SH:21])[CH2:12]1)[CH2:18]2)C1C=CC=CC=1.Br>CCOCC>[NH2:10][C:11]12[CH2:20][CH:15]3[CH2:16][CH:17]([CH2:19][CH:13]([CH:14]3[SH:21])[CH2:12]1)[CH2:18]2. Procedure: To 11A (51 mg, 0.16 mmol) was added HBr (33% in HOAc) 2 mL and the mixture was stirred at rt for 2 h. Ether (10 mL×2) was added and the resulting precipitate was collected and dried under vacuum to give the title compound as hydrogen bromide salts (11). LC-MS (ESR): m/z=184 (M+H)+ Starting materials: CN1C(C(=C(C2=CC=CC=C12)OS(=O)(=O)C1=CC=C(C=C1)C)[N+](=O)[O-])=O (toluene-4-sulfonic acid 1-methyl-3-nitro-2-oxo-1,2-dihydro-quinolin-4-yl ester), [N-]=[N+]=[N-].[Na+] (sodium azide). The solvent is CN(C)C=O (DMF). Run at time 17 hour. Yields the product N(=[N+]=[N-])C1=C(C(N(C2=CC=CC=C12)C)=O)[N+](=O)[O-] (4-azido-1-methyl-3-nitro-1H-quinolin-2-one). Yield: 92.0%. Reaction SMILES: [CH3:1][N:2]1[C:11]2[C:6](=[CH:7][CH:8]=[CH:9][CH:10]=2)[C:5](OS(C2C=CC(C)=CC=2)(=O)=O)=[C:4]([N+:23]([O-:25])=[O:24])[C:3]1=[O:26].[N-:27]=[N+:28]=[N-:29].[Na+]>CN(C=O)C>[N:27]([C:5]1[C:6]2[C:11](=[CH:10][CH:9]=[CH:8][CH:7]=2)[N:2]([CH3:1])[C:3](=[O:26])[C:4]=1[N+:23]([O-:25])=[O:24])=[N+:28]=[N-:29] |f:1.2|. Reported procedure: A solution of toluene-4-sulfonic acid 1-methyl-3-nitro-2-oxo-1,2-dihydro-quinolin-4-yl ester (20.0 g, 53.42 mmol) in DMF (70 mL) was treated with a small excess of sodium azide (3.8 g, 59.0 mmol) and stirred at room temp for 17 h. The solvent was evaporated under reduced pressure. Then the reaction mixture was poured into 500 mL of ice water and the resulting precipitate was collected by suction filtration and dried in vacuo. The pure 4-azido-1-methyl-3-nitro-1H-quinolin-2-one was obtained (12.0... The reactants are O=C([O-])[O-], Cc1ccc(O)cc1[N+](=O)[O-], ClCCN1CCOCC1, [Cs+], [Cs+], [I-], [Na+], CN(C)C=O, O. Yields the product Cc1ccc(OCCN2CCOCC2)cc1[N+](=O)[O-]. RXN SMILES: [C:21](=[O:22])([O-:23])[O-:24].[CH3:1][c:2]1[c:3]([N+:9](=[O:10])[O-:11])[cH:4][c:5]([OH:8])[cH:6][cH:7]1.[Cl:12][CH2:13][CH2:14][N:15]1[CH2:16][CH2:17][O:18][CH2:19][CH2:20]1.[Cs+:25].[Cs+:26].[I-:27].[Na+:28].[O:29]=[CH:30][N:31]([CH3:32])[CH3:33].[OH2:34]>>[CH3:1][c:2]1[c:3]([N+:9](=[O:10])[O-:11])[cH:4][c:5]([O:8][CH2:13][CH2:14][N:15]2[CH2:16][CH2:17][O:18][CH2:19][CH2:20]2)[cH:6][cH:7]1. Reactants: CCOC(=O)CBr, O=[N+]([O-])c1cccc(O)c1, [Na+], CN(C)C=O, [OH-]. Product: CCOC(=O)COc1cccc([N+](=O)[O-])c1. RXN SMILES: [Br:13][CH2:14][C:15](=[O:16])[O:17][CH2:18][CH3:19].[N+:3](=[O:4])([O-:5])[c:6]1[cH:7][c:8]([OH:12])[cH:9][cH:10][cH:11]1.[Na+:2].[O:20]=[CH:21][N:22]([CH3:23])[CH3:24].[OH-:1]>>[N+:3](=[O:4])([O-:5])[c:6]1[cH:7][c:8]([O:12][CH2:14][C:15](=[O:16])[O:17][CH2:18][CH3:19])[cH:9][cH:10][cH:11]1. Starting materials: C(CC(O)(C(=O)O)CC(=O)O)(=O)O (citric acid), C1(=CC=CC=C1)P(C1=C(C2=CC=CC=C2C=C1)C1=C(C=CC2=CC=CC=C12)P(C1=CC=CC=C1)C1=CC=CC=C1)C1=CC=CC=C1 (BINAP), NC=1C=C(COC2=C(C(=C(C=C2)C(C)=O)O)CCC)C=CC1 (1-[4-(3-amino-benzyloxy)-2-hydroxy-3-propyl-phenyl]-ethanone), BrC1=CC=C(C#N)C=C1 (4-bromo-benzonitrile), C([O-])([O-])=O.[Cs+].[Cs+] (cesium carbonate), C1COCCOCCOCCOCCOCCO1 (18-crown-6). The reagents and catalysts are C(C)(=O)[O-].[Pd+2].C(C)(=O)[O-] (palladium acetate). Run in C1(=CC=CC=C1)C (toluene). Reaction conditions: temperature 100 celsius, time 18 hour. Product: C(C)(=O)C1=C(C(=C(OCC=2C=C(C=CC2)NC2=CC=C(C#N)C=C2)C=C1)CCC)O (4-[3-(4-acetyl-3-hydroxy-2-propyl-phenoxymethyl)-phenylamino]-benzonitrile). The yield is 62.6%. RXN SMILES: [NH2:1][C:2]1[CH:3]=[C:4]([CH:20]=[CH:21][CH:22]=1)[CH2:5][O:6][C:7]1[CH:12]=[CH:11][C:10]([C:13](=[O:15])[CH3:14])=[C:9]([OH:16])[C:8]=1[CH2:17][CH2:18][CH3:19].Br[C:24]1[CH:31]=[CH:30][C:27]([C:28]#[N:29])=[CH:26][CH:25]=1.C(=O)([O-])[O-].[Cs+].[Cs+].C1OCCOCCOCCOCCOCCOC1.C1(P(C2C=CC=CC=2)C2C=CC3C(=CC=CC=3)C=2C2C3C(=CC=CC=3)C=CC=2P(C2C=CC=CC=2)C2C=CC=CC=2)C=CC=CC=1.C(O)(=O)CC(CC(O)=O)(C(O)=O)O>C1(C)C=CC=CC=1.C([O-])(=O)C.[Pd+2].C([O-])(=O)C>[C:13]([C:10]1[CH:11]=[CH:12][C:7]([O:6][CH2:5][C:4]2[CH:3]=[C:2]([NH:1][C:24]3[CH:31]=[CH:30][C:27]([C:28]#[N:29])=[CH:26][CH:25]=3)[CH:22]=[CH:21][CH:20]=2)=[C:8]([CH2:17][CH2:18][CH3:19])[C:9]=1[OH:16])(=[O:15])[CH3:14] |f:2.3.4,9.10.11|. Procedure details: Combine 1-[4-(3-amino-benzyloxy)-2-hydroxy-3-propyl-phenyl]-ethanone (1.00 g, 3.34 mmol), 4-bromo-benzonitrile (553 mg, 3.03 mmol), cesium carbonate (1.39 g, 4.25 mmol), and 18-crown-6 (80 mg, 0.304 mmol) in toluene (25 mL) and stir. Purge reaction vessel with argon. Add BINAP [rac-2,2′-bis(diphenyl-phosphino)-1,1′-binaphthyl] (284 mg, 0.456 mmol), and palladium acetate (68 mg, 0.304 mmol). Purge reaction vessel with argon. Heat to 100° C. After 18 hours, cool to ambient temperature. Add 10% aqu... Starting materials: CC(C=C)=O (Butenone), ClC=1C=C(C=CC1)C(C=O)C1=CC(=CC=C1)Cl (bis-(3-chlorophenyl)acetaldehyde), [OH-].[K+] (potassium hydroxide). The solvent is C(C)OCC (ethyl ether), C(C)O (ethanol), C(C)(=O)OCC (ethyl acetate), O (water). Run at temperature 0 celsius, time 2 hour. The product is ClC=1C=C(C=CC1)C1(C=CC(CC1)=O)C1=CC(=CC=C1)Cl (4,4-bis-(3-Chlorophenyl)cyclohexenone). As a reaction SMILES: [CH3:1][C:2](=[O:5])[CH:3]=[CH2:4].[Cl:6][C:7]1[CH:8]=[C:9]([CH:13]([C:16]2[CH:21]=[CH:20][CH:19]=[C:18]([Cl:22])[CH:17]=2)[CH:14]=O)[CH:10]=[CH:11][CH:12]=1.[OH-].[K+]>C(OCC)C.C(O)C.C(OCC)(=O)C.O>[Cl:6][C:7]1[CH:8]=[C:9]([C:13]2([C:16]3[CH:21]=[CH:20][CH:19]=[C:18]([Cl:22])[CH:17]=3)[CH2:14][CH2:1][C:2](=[O:5])[CH:3]=[CH:4]2)[CH:10]=[CH:11][CH:12]=1 |f:2.3|. Reported procedure: Butenone (11.3 cc) is added to a solution of bis-(3-chlorophenyl)acetaldehyde (36.9 g) in ethyl ether (200 cc) and then, after cooling to 0° C., a solution of potassium hydroxide (3.1 g) in ethanol (20 cc) is added dropwise. The reaction mixture is stirred for 2 h at 0° C. and then for 16 hours at 25° C. and diluted with ethyl acetate (100 cc) and water (200 cc). The aqueous phase is washed with ethyl acetate (100 cc). The combined organic phases are washed with saturated sodium chloride solutio... Reactants: OCCNC(=O)C=1C2=C(C(=NC1)N)C(=CS2)COC2=C(C=CC(=C2)C=2N=NN(C2)CC2=CC=C(C=C2)Cl)C (4-amino-3-{5-[1-(4-chloro-benzyl)-1H-[1,2,3]triazol-4-yl]-2-methyl-phenoxymethyl}-thieno[3,2-c]pyridine-7-carboxylic acid (2-hydroxy-ethyl)-amide), O.C1(=CC=C(C=C1)S(=O)(=O)O)C (toluene-4-sulfonic acid hydrate). Run in CO (methanol). Yields the product C1(=CC=C(C=C1)S(=O)(=O)O)C.OCCNC(=O)C=1C2=C(C(=NC1)N)C(=CS2)COC2=C(C=CC(=C2)C=2N=NN(C2)CC2=CC=C(C=C2)Cl)C (4-Amino-3-{5-[1-(4-chloro-benzyl)-1H-[1,2,3]triazol-4-yl]-2-methyl-phenoxymethyl}-thieno[3,2-c]pyridine-7-carboxylic acid (2-hydroxy-ethyl)-amide toluene-4-sulfonic acid salt). As a reaction SMILES: [OH:1][CH2:2][CH2:3][NH:4][C:5]([C:7]1[C:8]2[S:16][CH:15]=[C:14]([CH2:17][O:18][C:19]3[CH:24]=[C:23]([C:25]4[N:26]=[N:27][N:28]([CH2:30][C:31]5[CH:36]=[CH:35][C:34]([Cl:37])=[CH:33][CH:32]=5)[CH:29]=4)[CH:22]=[CH:21][C:20]=3[CH3:38])[C:9]=2[C:10]([NH2:13])=[N:11][CH:12]=1)=[O:6].O.[C:40]1([CH3:50])[CH:45]=[CH:44][C:43]([S:46]([OH:49])(=[O:48])=[O:47])=[CH:42][CH:41]=1>CO>[C:40]1([CH3:50])[CH:41]=[CH:42][C:43]([S:46]([OH:49])(=[O:47])=[O:48])=[CH:44][CH:45]=1.[OH:1][CH2:2][CH2:3][NH:4][C:5]([C:7]1[C:8]2[S:16][CH:15]=[C:14]([CH2:17][O:18][C:19]3[CH:24]=[C:23]([C:25]4[N:26]=[N:27][N:28]([CH2:30][C:31]5[CH:32]=[CH:33][C:34]([Cl:37])=[CH:35][CH:36]=5)[CH:29]=4)[CH:22]=[CH:21][C:20]=3[CH3:38])[C:9]=2[C:10]([NH2:13])=[N:11][CH:12]=1)=[O:6] |f:1.2,4.5|. Procedure: To solution of 4-amino-3-{5-[1-(4-chloro-benzyl)-1H-[1,2,3]triazol-4-yl]-2-methyl-phenoxymethyl}-thieno[3,2-c]pyridine-7-carboxylic acid (2-hydroxy-ethyl)-amide (0.159 g, 0.29 mmol) (from Example 37 supra) in methanol (10 mL) was treated with toluene-4-sulfonic acid hydrate (61.0 mg, 0.319 mmol) and heated at room temperature for 40 minutes. The solution was concentrated. The residue washed with diethyl ether, dissolved in water and lyophilized to 4-amino-3-{5-[1-(4-chloro-benzyl)-1H-[1,2,3]tria...